From a dataset of the Open Reaction Database (ORD), a public repository of structured organic reaction records. describe an organic reaction: reactants, conditions, products, and yield The reactants are C(C)O (ethanol), C(C)(=O)C=1SC=CC1O (2-acetyl-3-hydroxythiophene), C(OCC)(OCC)=O (diethyl carbonate), [Na] (sodium), [Na] (sodium). Run at time 15 hour. Yields the product C(C)OC(=O)CC(=O)C=1SC=CC1O (2-ethoxycarbonylacetyl-3-hydroxy-thiophene). RXN SMILES: [C:1]([C:4]1[S:5][CH:6]=[CH:7][C:8]=1[OH:9])(=[O:3])[CH3:2].[Na].C(O)C.[C:14](=O)([O:18]CC)[O:15][CH2:16][CH3:17]>>[CH2:16]([O:15][C:14]([CH2:2][C:1]([C:4]1[S:5][CH:6]=[CH:7][C:8]=1[OH:9])=[O:3])=[O:18])[CH3:17] |^1:9|. Reported procedure: 4.8 g (0.0337 mol) of 2-acetyl-3-hydroxythiophene in 150 ml of diethyl carbonate are heated to 90°-100° C. 5 g of small sodium pieces are then added. Stirring is continued for 15 hours at 90°-100° C. To decompose remainders of sodium, a little ethanol is added. For working up, the mixture is extracted twice using 75 ml of water, the aqueous phase is then acidified with 10 ml of concentrated HCl, extracted 3 times with 50 ml portions of ether, dried, distilled in vacuo, and the fraction between 7... The reactants are Cl (hydrochloric acid), ClCC1=C(C=C(OCC=2N=C(OC2C)C2=CC=CC=C2)C=C1)OC (4-(4-chloromethyl-3-methoxyphenoxymethyl)-2-phenyl-5-methyloxazole), OC1=C(C=CC=C1)CC(=O)OC (methyl 2-(2-hydroxyphenyl)acetate), C([O-])([O-])=O.[K+].[K+] (potassium carbonate). Run in CN(C=O)C (N,N-dimethylformamide). Run at time 8 hour. Yields the product COC=1C=C(COC2=C(C=CC=C2)CC(=O)O)C=CC1OCC=1N=C(OC1C)C1=CC=CC=C1 (2-[2-[3-methoxy-4-[(2-phenyl-5-methyl-4-oxazolyl)methoxy]benzyloxy]phenyl]acetic acid). The yield is 49.2%. As a reaction SMILES: Cl[CH2:2][C:3]1[CH:22]=[CH:21][C:6]([O:7][CH2:8][C:9]2[N:10]=[C:11]([C:15]3[CH:20]=[CH:19][CH:18]=[CH:17][CH:16]=3)[O:12][C:13]=2[CH3:14])=[CH:5][C:4]=1[O:23][CH3:24].OC1[CH:31]=[CH:30][CH:29]=[CH:28][C:27]=1[CH2:32][C:33]([O:35]C)=[O:34].[C:37](=O)([O-])[O-:38].[K+].[K+].Cl>CN(C)C=O>[CH3:37][O:38][C:21]1[CH:22]=[C:3]([CH:2]=[CH:5][C:6]=1[O:7][CH2:8][C:9]1[N:10]=[C:11]([C:15]2[CH:16]=[CH:17][CH:18]=[CH:19][CH:20]=2)[O:12][C:13]=1[CH3:14])[CH2:4][O:23][C:24]1[CH:31]=[CH:30][CH:29]=[CH:28][C:27]=1[CH2:32][C:33]([OH:35])=[O:34] |f:2.3.4|. Reported procedure: A mixture of 4-(4-chloromethyl-3-methoxyphenoxymethyl)-2-phenyl-5-methyloxazole (2.08 g), methyl 2-(2-hydroxyphenyl)acetate (1.00 g), anhydrous potassium carbonate (1.65 g) and N,N-dimethylformamide (15 mL) was stirred overnight at room temperature. The reaction mixture was poured into dilute hydrochloric acid and extracted with ethyl acetate. The organic layer was washed with saturated brine, dried over anhydrous magnesium sulfate and concentrated. To a mixture of the obtained residue, tetrahyd... Starting materials: C(C1=CC=CC=C1)NCCCCCCOCCCCC1=CC(=CC=C1)S(=O)(=O)C1CCCC1 (N-Benzyl-6-{4-[3-(cyclopentylsulfonyl)phenyl]butoxy}hexan-1-amine), O1[C@@H](C1)C=1C=CC(=C(C1)NC=O)OCC1=CC=CC=C1 ({5-[(2R)-2-oxiranyl]-2-[(phenylmethyl)oxy]phenyl}formamide). The solvent is C1CCOC1 (THF). Yields the product C(C1=CC=CC=C1)N(C[C@H](O)C=1C=CC(=C(C1)NC=O)OCC1=CC=CC=C1)CCCCCCOCCCCC1=CC(=CC=C1)S(=O)(=O)C1CCCC1 (5-{(1R)-2-[Benzyl(6-{4-[3-(cyclopentylsulfonyl)phenyl]butoxy}hexyl)amino]-1-hydroxyethyl}-2-(benzyloxy)phenylformamide). Isolated yield 27.1%. RXN SMILES: [CH2:1]([NH:8][CH2:9][CH2:10][CH2:11][CH2:12][CH2:13][CH2:14][O:15][CH2:16][CH2:17][CH2:18][CH2:19][C:20]1[CH:25]=[CH:24][CH:23]=[C:22]([S:26]([CH:29]2[CH2:33][CH2:32][CH2:31][CH2:30]2)(=[O:28])=[O:27])[CH:21]=1)[C:2]1[CH:7]=[CH:6][CH:5]=[CH:4][CH:3]=1.[O:34]1[CH2:36][C@H:35]1[C:37]1[CH:38]=[CH:39][C:40]([O:46][CH2:47][C:48]2[CH:53]=[CH:52][CH:51]=[CH:50][CH:49]=2)=[C:41]([NH:43][CH:44]=[O:45])[CH:42]=1>C1COCC1>[CH2:1]([N:8]([CH2:9][CH2:10][CH2:11][CH2:12][CH2:13][CH2:14][O:15][CH2:16][CH2:17][CH2:18][CH2:19][C:20]1[CH:25]=[CH:24][CH:23]=[C:22]([S:26]([CH:29]2[CH2:33][CH2:32][CH2:31][CH2:30]2)(=[O:27])=[O:28])[CH:21]=1)[CH2:36][C@@H:35]([C:37]1[CH:38]=[CH:39][C:40]([O:46][CH2:47][C:48]2[CH:53]=[CH:52][CH:51]=[CH:50][CH:49]=2)=[C:41]([NH:43][CH:44]=[O:45])[CH:42]=1)[OH:34])[C:2]1[CH:3]=[CH:4][CH:5]=[CH:6][CH:7]=1. Reported procedure: N-Benzyl-6-{4-[3-(cyclopentylsulfonyl)phenyl]butoxy}hexan-1-amine (40 mg) was dissolved in dry THF (0.25 ml) and {5-[(2R)-2-oxiranyl]-2-[(phenylmethyl)oxy]phenyl}formamide (23 mg) (Organic Process Research & Development 1998, 2, 96-99), added. The reaction mixture was heated in a microwave oven for 3 h at 150°. The solvent was removed and the residue purified on a silica SPE bond elut cartridge, eluting with EtOAc-cyclohexane mixtures to give the title compound, (17 mg) LCMS RT=3.1 min The product is C=CC1CCC(O[Si](C)(C)C(C)(C)C)CN1C(=O)OC(C)(C)C. As a reaction SMILES: [C:5]([CH3:6])([CH3:7])([CH3:8])[Si:9]([O:10][CH:11]1[CH2:12][CH2:13][CH:14]([CH:24]=[O:25])[N:15]([C:17](=[O:18])[O:19][C:20]([CH3:21])([CH3:22])[CH3:23])[CH2:16]1)([CH3:26])[CH3:27].[CH2:28]1[O:29][CH2:30][CH2:31][CH2:32]1.[CH3:1][Al:2]([CH3:3])[CH3:4].[CH3:36][CH2:37][O:38][C:39](=[O:40])[CH3:41].[I:33][CH2:34][I:35].[Zn:42]>>[CH2:1]=[CH:24][CH:14]1[CH2:13][CH2:12][CH:11]([O:10][Si:9]([C:5]([CH3:6])([CH3:7])[CH3:8])([CH3:26])[CH3:27])[CH2:16][N:15]1[C:17](=[O:18])[O:19][C:20]([CH3:21])([CH3:22])[CH3:23]. Starting materials: CC(C)(C)OC(=O)N1CC(O[Si](C)(C)C(C)(C)C)CCC1C=O, C1CCOC1, C[Al](C)C, CCOC(C)=O, ICI, [Zn]. Starting materials: ClC=1C=C2C(N(C(N(C2=CC1)CC1=C(C=C(C=C1)Cl)Cl)=O)CC(=O)O)=O (6-chloro-1-(2,4-dichlorophenyl)methyl-1,4-dihydro-2,4-dioxo-3-(2H)-quinazolineacetic acid), [H-].[Na+] (sodium hydride), Cl (hydrochloric acid), C(CO)Br (ethylene bromohydrin). Run in CN(C=O)C (dimethylformamide), CN(C=O)C (dimethylformamide), O (water). Yields the product ClC=1C=C2C(N(C(N(C2=CC1)CC1=C(C=C(C=C1)Cl)Cl)=O)CC(=O)OCCO)=O (Hydroxyethyl 6-chloro-1-(2,4-dichlorophenyl)methyl-1,4-dihydro-2,4-dioxo-3(2H)-quinazolineacetate). The yield is 54.2%. RXN SMILES: [H-].[Na+].[Cl:3][C:4]1[CH:5]=[C:6]2[C:11](=[CH:12][CH:13]=1)[N:10]([CH2:14][C:15]1[CH:20]=[CH:19][C:18]([Cl:21])=[CH:17][C:16]=1[Cl:22])[C:9](=[O:23])[N:8]([CH2:24][C:25]([OH:27])=[O:26])[C:7]2=[O:28].[CH2:29](Br)[CH2:30][OH:31].Cl>O.CN(C)C=O>[Cl:3][C:4]1[CH:5]=[C:6]2[C:11](=[CH:12][CH:13]=1)[N:10]([CH2:14][C:15]1[CH:20]=[CH:19][C:18]([Cl:21])=[CH:17][C:16]=1[Cl:22])[C:9](=[O:23])[N:8]([CH2:24][C:25]([O:27][CH2:29][CH2:30][OH:31])=[O:26])[C:7]2=[O:28] |f:0.1|. Procedure details: Into 10 ml of dried dimethylformamide were suspended 60 mg of sodium hydride (60%), and, to this was added dropwise a solution dissolved 500 mg of 6-chloro-1-(2,4-dichlorophenyl)methyl-1,4-dihydro-2,4-dioxo-3-(2H)-quinazolineacetic acid into 3 ml of dried dimethylformamide under stirring. After stirring the mixture for 30 minutes at room temperature, 160 mg of ethylene bromohydrin were added and the mixture was stirred for 4 hours at 110° C. After cooling by allowing to stand, the reaction mixtu... Reactants: BrC=1C=CC(=C2CCN(C(C12)C(=O)O)S(=O)(=O)C1=CC=C(C=C1)OC1=CC=C(C=C1)F)OC (8-Bromo-2-[4-(4-fluorophenoxy)benzenesulfonyl]-5-methoxy-1,2,3,4-tetrahydro-isoquinoline-1-carboxylic acid), B(Br)(Br)Br (boron tribromide). The solvent is ClCCl (dichloromethane), ClCCl (dichloromethane). Run at time 2 hour. Yields the product BrC=1C=CC(=C2CCN(C(C12)C(=O)O)S(=O)(=O)C1=CC=C(C=C1)OC1=CC=C(C=C1)F)O (8-Bromo-2-[4-(4-fluorophenoxy)benzenesulfonyl]-5-hydroxy-1,2,3,4-tetrahydro-isoquinoline-1-carboxylic acid). Yield: 73.0%. RXN SMILES: [Br:1][C:2]1[CH:3]=[CH:4][C:5]([O:32]C)=[C:6]2[C:11]=1[CH:10]([C:12]([OH:14])=[O:13])[N:9]([S:15]([C:18]1[CH:23]=[CH:22][C:21]([O:24][C:25]3[CH:30]=[CH:29][C:28]([F:31])=[CH:27][CH:26]=3)=[CH:20][CH:19]=1)(=[O:17])=[O:16])[CH2:8][CH2:7]2.B(Br)(Br)Br>ClCCl>[Br:1][C:2]1[CH:3]=[CH:4][C:5]([OH:32])=[C:6]2[C:11]=1[CH:10]([C:12]([OH:14])=[O:13])[N:9]([S:15]([C:18]1[CH:19]=[CH:20][C:21]([O:24][C:25]3[CH:30]=[CH:29][C:28]([F:31])=[CH:27][CH:26]=3)=[CH:22][CH:23]=1)(=[O:16])=[O:17])[CH2:8][CH2:7]2. Reported procedure: 0.84 g (1.6 mmol) of 8-bromo-2-[4-(4-fluorophenoxy)benzenesulfonyl]-5-methoxy-1,2,3,4-tetrahydroisoquinoline-1-carboxylic acid (crude product, 21B) are dissolved in 20 ml of dichloromethane. At 0° C., a solution of 1.19 g (4.7 mmol) of boron tribromide in 10 ml of dichloromethane is added dropwise, and the solution is allowed slowly to reach room temperature. After two hours, it is washed twice with 2 N HCl and once with H2O, dried with MgSO4 and freed of solvent, resulting in 0.61 g of the titl... Starting materials: C[Si](C)(C)C#CC1(CCOCC1)O (4-{(trimethylsilyl)ethynyl}tetrahydropyran-4-ol), [H-].[Na+] (sodium hydride), IC (iodomethane). Run in C1CCOC1.CN(C)C=O (THF DMF). Reaction conditions: time 2 hour. The product is COC1(CCOCC1)C#C[Si](C)(C)C ([(4-methoxy-4-tetrahydropyranyl)ethynyl](trimethyl)silane). As a reaction SMILES: [CH3:1][Si:2]([C:5]#[C:6][C:7]1([OH:13])[CH2:12][CH2:11][O:10][CH2:9][CH2:8]1)([CH3:4])[CH3:3].[H-].[Na+].I[CH3:17]>C1COCC1.CN(C=O)C>[CH3:17][O:13][C:7]1([C:6]#[C:5][Si:2]([CH3:3])([CH3:4])[CH3:1])[CH2:8][CH2:9][O:10][CH2:11][CH2:12]1 |f:1.2,4.5|. Reported procedure: To a cooled solution (0° C.) of 4-{(trimethylsilyl)ethynyl}tetrahydropyran-4-ol prepared as described in the above example (2.5 g, 12.6 mmol) in a THF-DMF mixture (55 mL, 10:1), sodium hydride (60% suspension in oil, 0.504 g, 12.6 mmol) was added portionwise. After addition, the mixture was stirred 15 minutes before iodomethane (0.788 mL, 12.6 mmol) was added. The temperature was slowly raised to room temperature and the reaction was stirred for another 2 hours. The reaction mixture was then que... The reactants are CCO, Cl, Cl, Cc1ccnc2c1C(=O)CC(c1cc(F)ccc1O)C2, N=C(N)NN. Yields the product Cl, Cc1ccnc2c1C(=NNC(=N)N)CC(c1cc(F)ccc1O)C2. As a reaction SMILES: [CH3:28][CH2:29][OH:30].[ClH:21].[ClH:27].[F:1][c:2]1[cH:3][cH:4][c:5]([OH:20])[c:6]([CH:8]2[CH2:9][C:10](=[O:19])[c:11]3[c:12]([CH3:18])[cH:13][cH:14][n:15][c:16]3[CH2:17]2)[cH:7]1.[NH2:22][NH:23][C:24](=[NH:25])[NH2:26]>>[ClH:21].[F:1][c:2]1[cH:3][cH:4][c:5]([OH:20])[c:6]([CH:8]2[CH2:9][C:10](=[N:22][NH:23][C:24](=[NH:25])[NH2:26])[c:11]3[c:12]([CH3:18])[cH:13][cH:14][n:15][c:16]3[CH2:17]2)[cH:7]1. The reactants are Cl.NO (Hydroxylamine hydrochloride), C(C)(=O)[O-].[Na+] (sodium acetate), BrC=1C=CC2=C(N(C=3CCCC(C23)=O)C)N1 (2-bromo-9-methyl-6,7,8,9-tetrahydro-5H-pyrido[2,3-b]indol-5-one). Solvent: CCO (EtOH), O (H2O). Product: BrC=1C=CC2=C(N(C=3CCCC(C23)=NO)C)N1 (2-Bromo-9-methyl-6,7,8,9-tetrahydro-5H-pyrido[2,3-b]indol-5-one oxime). The yield is 86.0%. As a reaction SMILES: Cl.[NH2:2][OH:3].C([O-])(=O)C.[Na+].[Br:9][C:10]1[CH:11]=[CH:12][C:13]2[C:21]3[C:20](=O)[CH2:19][CH2:18][CH2:17][C:16]=3[N:15]([CH3:23])[C:14]=2[N:24]=1>CCO.O>[Br:9][C:10]1[CH:11]=[CH:12][C:13]2[C:21]3[C:20](=[N:2][OH:3])[CH2:19][CH2:18][CH2:17][C:16]=3[N:15]([CH3:23])[C:14]=2[N:24]=1 |f:0.1,2.3|. Reported procedure: Hydroxylamine hydrochloride (0.54 g, 7.9 mmol) and sodium acetate (0.65 g, 7.9 mmol) were added to a suspension of 2-bromo-9-methyl-6,7,8,9-tetrahydro-5H-pyrido[2,3-b]indol-5-one (1.5 g, 5.3 mmol) in EtOH (13 mL) and H2O (5 mL), and the resulting suspension was heated at reflux for 4 h. The reaction was cooled to ambient temperature, and the solids were collected by filtration. The solids were washed with EtOH to provide the title compound (1.34 g, 87%) as an off-white powder: 1H NMR (500 MHz, D...